This data is from the Open Reaction Database (ORD), a public repository of structured organic reaction records. The task is: describe an organic reaction: reactants, conditions, products, and yield Starting materials: O=C(O)c1cc(Br)c(O)cc1O, c1ccc2c(c1)CNC2, CCN=C=NCCCN(C)C, Cl, CN(C)C=O, On1nnc2ccccc21. Product: O=C(c1cc(Br)c(O)cc1O)N1Cc2ccccc2C1. Reaction SMILES: [Br:1][c:2]1[c:3]([OH:12])[cH:4][c:5]([OH:11])[c:6]([C:7](=[O:8])[OH:9])[cH:10]1.[CH2:35]1[NH:36][CH2:37][c:38]2[cH:39][cH:40][cH:41][cH:42][c:43]21.[CH3:14][N:15]([CH3:16])[CH2:17][CH2:18][CH2:19][N:20]=[C:21]=[N:22][CH2:23][CH3:24].[ClH:13].[O:44]=[CH:45][N:46]([CH3:47])[CH3:48].[OH:25][n:26]1[c:27]2[c:28]([cH:29][cH:30][cH:31][cH:32]2)[n:33][n:34]1>>[Br:1][c:2]1[c:3]([OH:12])[cH:4][c:5]([OH:11])[c:6]([C:7](=[O:9])[N:36]2[CH2:35][c:43]3[c:38]([cH:39][cH:40][cH:41][cH:42]3)[CH2:37]2)[cH:10]1. Starting materials: ice water, ClS(=O)(=O)O (chlorosulphonic acid), S(=O)(Cl)Cl (thionyl chloride), C(CC)OC1=C(C=CC=C1)C(C)=O (1-(2-propoxyphenyl)ethanone). Conditions: temperature 0 celsius, time 8 hour. Product: C(C)(=O)C=1C=C(C=CC1OCCC)S(=O)(=O)Cl (3-acetyl-4-propoxybenzenesulfonyl chloride). The yield is 81.0%. RXN SMILES: [Cl:1][S:2]([OH:5])(=O)=[O:3].S(Cl)(Cl)=O.[CH2:10]([O:13][C:14]1[CH:19]=[CH:18][CH:17]=[CH:16][C:15]=1[C:20](=[O:22])[CH3:21])[CH2:11][CH3:12]>>[C:20]([C:15]1[CH:16]=[C:17]([S:2]([Cl:1])(=[O:5])=[O:3])[CH:18]=[CH:19][C:14]=1[O:13][CH2:10][CH2:11][CH3:12])(=[O:22])[CH3:21]. Procedure: To a mixture of chlorosulphonic acid (27 mL) and thionyl chloride (3.6 mL) at 0° C. was added portionwise 1-(2-propoxyphenyl)ethanone (5.0 g, 28.1 mmol). The resulting mixture was stirred at 0° C. for 20 min. and at room temperature overnight, poured cautiously into ice-water and extracted with methylene chloride. The organic solution was washed sequentially with water, aqueous sodium bicarbonate and brine, dried (MgSO4), and the solvent removed under reduced pressure to yield the title compound... Starting materials: O (water), C(C)(C)(C)OC(NC(C)C=1C=NC(=CC1)OCC(F)(F)F)=O (tert-butyl(1-(6-(2,2,2-trifluoroethoxy)pyridin-3-yl)ethyl)carbamate), [H-].[Na+] (sodium hydride), IC (iodomethane). The solvent is CN(C=O)C (N,N-dimethylformamide). Reaction conditions: time 3.5 hour. Product: CN(C(OC(C)(C)C)=O)C(C)C=1C=NC(=CC1)OCC(F)(F)F (tert-butyl methyl(1-(6-(2,2,2-trifluoroethoxy)pyridin-3-yl)ethyl)carbamate). Yield: 86.0%. Reaction SMILES: [C:1]([O:5][C:6](=[O:22])[NH:7][CH:8]([C:10]1[CH:11]=[N:12][C:13]([O:16][CH2:17][C:18]([F:21])([F:20])[F:19])=[CH:14][CH:15]=1)[CH3:9])([CH3:4])([CH3:3])[CH3:2].[H-].[Na+].I[CH3:26].O>CN(C)C=O>[CH3:26][N:7]([CH:8]([C:10]1[CH:11]=[N:12][C:13]([O:16][CH2:17][C:18]([F:19])([F:20])[F:21])=[CH:14][CH:15]=1)[CH3:9])[C:6](=[O:22])[O:5][C:1]([CH3:2])([CH3:3])[CH3:4] |f:1.2|. Procedure details: To a stirred solution of tert-butyl(1-(6-(2,2,2-trifluoroethoxy)pyridin-3-yl)ethyl)carbamate (221 mg, 0.69 mmol, Step-1, single enantiomer) and sodium hydride (61 mg, 1.52 mmol, 60% in oil) in N,N-dimethylformamide (7 mL) is added dropwise iodomethane (0.065 mL, 1.04 mL) at room temperature. After stirring at room temperature for 3.5 hours, the reaction mixture is slowly poured into water (30 mL) and extracted with ethyl acetate (30 mL). The organic layer is washed with water (30 mL) and dried o...